describe an organic reaction: reactants, conditions, products, and yield From a dataset of the Open Reaction Database (ORD), a public repository of structured organic reaction records. The reactants are [Al+3], COC(=O)c1cc(-c2ccc(F)cc2)nn1CCCl, [H-], [H-], [H-], [H-], [H][H], [Li+], [Na+], C1CCOC1, [OH-]. The product is OCc1cc(-c2ccc(F)cc2)nn1CCCl. As a reaction SMILES: [Al+3:2].[Cl:7][CH2:8][CH2:9][n:10]1[n:11][c:12](-[c:19]2[cH:20][cH:21][c:22]([F:25])[cH:23][cH:24]2)[cH:13][c:14]1[C:15](=[O:16])[O:17][CH3:18].[H-:1].[H-:4].[H-:5].[H-:6].[H:28][H:29].[Li+:3].[Na+:27].[O:30]1[CH2:31][CH2:32][CH2:33][CH2:34]1.[OH-:26]>>[Cl:7][CH2:8][CH2:9][n:10]1[n:11][c:12](-[c:19]2[cH:20][cH:21][c:22]([F:25])[cH:23][cH:24]2)[cH:13][c:14]1[CH2:15][OH:16].